From a dataset of the Open Reaction Database (ORD), a public repository of structured organic reaction records. describe an organic reaction: reactants, conditions, products, and yield The reactants are C(C)OC(=O)C=1C=C(C=CC1)C1=CC=C(C=C1)CBr (4′-bromomethyl-biphenyl-3-carboxylic acid ethyl ester), C(C)OC(=O)C1=CC=C(C=C1)C1=C(C=CC=C1)C (2′-Methyl-biphenyl-4-carboxylic acid ethyl ester), BrN1C(CCC1=O)=O (N-bromosuccinimide). The reagents and catalysts are N(=NC(C#N)(C)C)C(C#N)(C)C (2,2′-azobisisobutyronitrile). The solvent is C(Cl)(Cl)(Cl)Cl (carbon tetrachloride). Yields the product C(C)OC(=O)C1=CC=C(C=C1)C1=C(C=CC=C1)CBr (2′-bromomethyl-biphenyl-4-carboxylic acid ethyl ester). Yield: 99.0%. Reaction SMILES: C(OC(C1C=C(C2C=CC(C[Br:19])=CC=2)C=CC=1)=O)C.[CH2:20]([O:22][C:23]([C:25]1[CH:30]=[CH:29][C:28]([C:31]2[CH:36]=[CH:35][CH:34]=[CH:33][C:32]=2[CH3:37])=[CH:27][CH:26]=1)=[O:24])[CH3:21].BrN1C(=O)CCC1=O>C(Cl)(Cl)(Cl)Cl.N(C(C)(C)C#N)=NC(C)(C)C#N>[CH2:20]([O:22][C:23]([C:25]1[CH:30]=[CH:29][C:28]([C:31]2[CH:36]=[CH:35][CH:34]=[CH:33][C:32]=2[CH2:37][Br:19])=[CH:27][CH:26]=1)=[O:24])[CH3:21]. Procedure details: 2′-Bromomethyl-biphenyl4-carboxylic acid ethyl ester was synthesized as described for 4′-bromomethyl-biphenyl-3-carboxylic acid ethyl ester. 2′-Methyl-biphenyl-4-carboxylic acid ethyl ester (4.4 g, 18.31 mmol, 1 eq.) in carbon tetrachloride was treated with N-bromosuccinimide (3.58 g, 20.14 mmol, 1.1 eq.), and 2,2′-azobisisobutyronitrile (0.15 g, 0.92 mmol, 5 mol %). When complete, the reaction was worked up as described leaving 2′-bromomethyl-biphenyl-4-carboxylic acid ethyl ester (5.77 g, 99% ... The reactants are C(C)(C)[N-]C(C)C.[Li+] (Lithium diisopropylamide), [Li]CCCC (n-BuLi), C(C)(C)NC(C)C (diisopropylamine), CSC1=CC=C(C=C1)C(CC1=CC=CC=C1)=NO (1-(4-methylsulfanylphenyl)-2-phenylethanone oxime), BrC(C(=O)OCC)(F)F (ethyl bromodifluoroacetate). Solvent: C1CCOC1 (THF), Cl (HCl). Run at temperature -20 celsius, time 1 hour. The product is BrC(C1=C(C(=NO1)C1=CC=C(C=C1)SC)C1=CC=CC=C1)(F)F (5-(Bromodifluoromethyl)-3-(4-methylsulfanylphenyl)-4-phenylisoxazole). The yield is 11.9%. As a reaction SMILES: C([N-]C(C)C)(C)C.[Li+].[Li]CCCC.C(NC(C)C)(C)C.[CH3:21][S:22][C:23]1[CH:28]=[CH:27][C:26]([C:29](=[N:37][OH:38])[CH2:30][C:31]2[CH:36]=[CH:35][CH:34]=[CH:33][CH:32]=2)=[CH:25][CH:24]=1.[Br:39][C:40]([F:47])([F:46])[C:41](OCC)=O>C1COCC1.Cl>[Br:39][C:40]([F:47])([F:46])[C:41]1[O:38][N:37]=[C:29]([C:26]2[CH:25]=[CH:24][C:23]([S:22][CH3:21])=[CH:28][CH:27]=2)[C:30]=1[C:31]1[CH:32]=[CH:33][CH:34]=[CH:35][CH:36]=1 |f:0.1|. Procedure details: Lithium diisopropylamide, prepared from n-BuLi (2. 5 mmol) and diisopropylamine (2.5 mmol), was added dropwise to a solution of 1-(4-methylsulfanylphenyl)-2-phenylethanone oxime (5) (257 mg, 1 mmol) in dry THF (25 mL) at −20° C. The reaction mixture was stirred at −20° C. for 1 h and then allowed to warm to room temperature for 1 h. The reaction mixture was cooled to −78° C. and ethyl bromodifluoroacetate (153 μL, 1.2 mmol) was added in one portion. After 5 h at −78° C., the reaction mixture was... Run at temperature 100 celsius, time 3 day. Reported procedure: A sealed tube was charged with 4-tert-butyl-N-[5-chloro-2-(6-chloro-pyridine-3-carbonyl)-pyridin-3-yl]-benzenesulfonamide (320 mg, 0.631 mmol), concentrated ammonium hydroxide (3.2 mL), and THF (3.2 mL). The tube was sealed and stirred for 3 days at 100° C. The solvents were subsequently removed in vacuo and the residue purified by automated flash chromatography to provide the desired aminopyridine: 1H NMR (400 MHz, CDCl3) δ 10.72 (bs, 1H), 8.69 (d, 1H), 8.28 (dd, 1H), 8.16 (dd, 1H), 8.02 (dd, 1... Reactants: C(C)(C)(C)C1=CC=C(C=C1)S(=O)(=O)NC=1C(=NC=C(C1)Cl)C(=O)C=1C=NC(=CC1)Cl (4-tert-butyl-N-[5-chloro-2-(6-chloro-pyridine-3-carbonyl)-pyridin-3-yl]-benzenesulfonamide), [OH-].[NH4+] (ammonium hydroxide). Yields the product NC1=CC=C(C=N1)C(=O)C1=NC=C(C=C1NS(=O)(=O)C1=CC=C(C=C1)C(C)(C)C)Cl (N-[2-(6-Amino-pyridine-3-carbonyl)-5-chloro-pyridin-3-yl]-4-tert-butyl-benzenesulfonamide). Run in C1CCOC1 (THF). Reaction SMILES: [C:1]([C:5]1[CH:10]=[CH:9][C:8]([S:11]([NH:14][C:15]2[C:16]([C:22]([C:24]3[CH:25]=[N:26][C:27](Cl)=[CH:28][CH:29]=3)=[O:23])=[N:17][CH:18]=[C:19]([Cl:21])[CH:20]=2)(=[O:13])=[O:12])=[CH:7][CH:6]=1)([CH3:4])([CH3:3])[CH3:2].[OH-].[NH4+:32]>C1COCC1>[NH2:32][C:27]1[N:26]=[CH:25][C:24]([C:22]([C:16]2[C:15]([NH:14][S:11]([C:8]3[CH:7]=[CH:6][C:5]([C:1]([CH3:4])([CH3:2])[CH3:3])=[CH:10][CH:9]=3)(=[O:12])=[O:13])=[CH:20][C:19]([Cl:21])=[CH:18][N:17]=2)=[O:23])=[CH:29][CH:28]=1 |f:1.2|. Reactants: C([O-])([O-])=O.[K+].[K+] (potassium carbonate), N1=CC=CC=C1 (pyridine), FC(C(=O)OC(C(F)(F)F)=O)(F)F (trifluoroacetic acid anhydride), N1(C=NC=C1)C(CCC)C1=CC=C(C(=O)N)C=C1 (4-[1-(1-imidazolyl)-butyl]-benzamide). Solvent: O1CCOCC1 (dioxane). Conditions: temperature 5 celsius, time 20 hour. The product is N1(C=NC=C1)C(CCC)C1=CC=C(C#N)C=C1 (4-[1-(1-imidazolyl)-butyl]-benzonitrile). Isolated yield 70.5%. RXN SMILES: [N:1]1([CH:6]([C:10]2[CH:18]=[CH:17][C:13]([C:14]([NH2:16])=O)=[CH:12][CH:11]=2)[CH2:7][CH2:8][CH3:9])[CH:5]=[CH:4][N:3]=[CH:2]1.N1C=CC=CC=1.FC(F)(F)C(OC(=O)C(F)(F)F)=O.C(=O)([O-])[O-].[K+].[K+]>O1CCOCC1>[N:1]1([CH:6]([C:10]2[CH:11]=[CH:12][C:13]([C:14]#[N:16])=[CH:17][CH:18]=2)[CH2:7][CH2:8][CH3:9])[CH:5]=[CH:4][N:3]=[CH:2]1 |f:3.4.5|. Procedure details: 4.9 g of the amide of example 3 is dissolved in 50 ml of dioxane and 3.23 ml of pyridine and mixed with 3.16 ml of trifluoroacetic acid anhydride under ice cooled at 5° C. internal temperature. After 20 hours of stirring at room temperature it is added to half-saturated potassium carbonate solution, extracted with ether and the ether phase is dried and concentrated by evaporation. After distillation on a bulb tube at 200°-215° C./0.05 mbar, 3.2 g of 4-[1-(1-imidazolyl)-butyl]-benzonitrile is obt... Reactants: ClC=1C=CC(=C(C1)C1=CC(N(C=C1OC)C(C(=O)O)CC)=O)C#N (2-[4-(5-chloro-2-cyanophenyl)-5-methoxy-2-oxopyridin-1(2H)-yl]butanoic acid), O1C(=NC=C1)C1=CC=C(N)C=C1 (4-(1,3-oxazol-2-yl)aniline). Product: ClC=1C=CC(=C(C1)C1=CC(N(C=C1OC)C(C(=O)NC1=CC=C(C=C1)C=1OC=CN1)CC)=O)C#N (2-[4-(5-Chloro-2-cyanophenyl)-5-methoxy-2-oxopyridin-1(2H)-yl]-N-[4-(1,3-oxazol-2-yl)phenyl]butanamide). Reaction SMILES: [Cl:1][C:2]1[CH:3]=[CH:4][C:5]([C:23]#[N:24])=[C:6]([C:8]2[C:13]([O:14][CH3:15])=[CH:12][N:11]([CH:16]([CH2:20][CH3:21])[C:17]([OH:19])=O)[C:10](=[O:22])[CH:9]=2)[CH:7]=1.[O:25]1[CH:29]=[CH:28][N:27]=[C:26]1[C:30]1[CH:36]=[CH:35][C:33]([NH2:34])=[CH:32][CH:31]=1>>[Cl:1][C:2]1[CH:3]=[CH:4][C:5]([C:23]#[N:24])=[C:6]([C:8]2[C:13]([O:14][CH3:15])=[CH:12][N:11]([CH:16]([CH2:20][CH3:21])[C:17]([NH:34][C:33]3[CH:32]=[CH:31][C:30]([C:26]4[O:25][CH:29]=[CH:28][N:27]=4)=[CH:36][CH:35]=3)=[O:19])[C:10](=[O:22])[CH:9]=2)[CH:7]=1. Reported procedure: 100 mg (0.29 mmol) of 2-[4-(5-chloro-2-cyanophenyl)-5-methoxy-2-oxopyridin-1(2H)-yl]butanoic acid (racemate) and 73 mg (0.43 mmol, 1.5 eq.) of 4-(1,3-oxazol-2-yl)aniline were reacted according to General Method 7. The crude product was purified by normal phase chromatography (mobile phase: dichloromethane/methanol 1-10% mixtures). Yield: 89 mg (63% of theory) The reactants are Cl.N[C@@](C(=O)O)(CC(=O)N(NC([C@H](CC(C)C)[C@H](C\C=C\C1=CC=CC=C1)C(NO)=O)=O)CC(C)C)OC(C)(C)C ((E)-2(S)-amino-3-[[2-[2(R)-[1(S)-(hydroxycarbamoyl)-4-phenyl-3-butenyl]-4-methylvaleryl]-1-isobutylhydrazino]carbonyl]tert.butoxypropionate hydrogen chloride), FC(C(=O)O)(F)F (trifluoroacetic acid). Run in ClCCl (dichloromethane). Run at time 4 hour. The product is FC(C(=O)O)(F)F.N[C@H](C(=O)O)CC(=O)N(NC([C@H](CC(C)C)[C@H](C\C=C\C1=CC=CC=C1)C(NO)=O)=O)CC(C)C ((E)-2(S)-amino-3-[[2-[2(R)-[1(S)-(hydroxycarbamoyl)-4-phenyl-3-butenyl]-4-methylvaleryl]-1-isobutylhydrazino]carbonyl]propionic acid trifluoroacetate). Reaction SMILES: Cl.[NH2:2][C@:3](OC(C)(C)C)([CH2:7][C:8]([N:10]([CH2:33][CH:34]([CH3:36])[CH3:35])[NH:11][C:12](=[O:32])[C@@H:13]([C@@H:18]([C:28](=[O:31])[NH:29][OH:30])[CH2:19]/[CH:20]=[CH:21]/[C:22]1[CH:27]=[CH:26][CH:25]=[CH:24][CH:23]=1)[CH2:14][CH:15]([CH3:17])[CH3:16])=[O:9])[C:4]([OH:6])=[O:5].[F:42][C:43]([F:48])([F:47])[C:44]([OH:46])=[O:45]>ClCCl>[F:42][C:43]([F:48])([F:47])[C:44]([OH:46])=[O:45].[NH2:2][C@@H:3]([CH2:7][C:8]([N:10]([CH2:33][CH:34]([CH3:36])[CH3:35])[NH:11][C:12](=[O:32])[C@@H:13]([C@@H:18]([C:28](=[O:31])[NH:29][OH:30])[CH2:19]/[CH:20]=[CH:21]/[C:22]1[CH:23]=[CH:24][CH:25]=[CH:26][CH:27]=1)[CH2:14][CH:15]([CH3:16])[CH3:17])=[O:9])[C:4]([OH:6])=[O:5] |f:0.1,4.5|. Procedure details: A solution of 0.050 g of (E)-2(S)-amino-3-[[2-[2(R)-[1(S)-(hydroxycarbamoyl)-4-phenyl-3-butenyl]-4-methylvaleryl]-1-isobutylhydrazino]carbonyl]tert.butoxypropionate hydrogen chloride in 1 ml of dichloromethane was treated with 0.400 mL of trifluoroacetic acid. The mixture was stirred for 4 hours at room temperature and evaporated. The residue was triturated with diethyl ether, filtered off and dried to give 0.022 g of (E)-2(S)-amino-3-[[2-[2(R)-[1(S)-(hydroxycarbamoyl)-4-phenyl-3-butenyl]-4-meth... The reactants are ClCCl, O=C(Cl)C(=O)Cl, NC(=O)c1c(Cl)ccc([N+](=O)[O-])c1Cl. Yields the product O=C=NC(=O)c1c(Cl)ccc([N+](=O)[O-])c1Cl. Reaction SMILES: [CH2:21]([Cl:22])[Cl:23].[Cl:1][C:2](=[O:3])[C:4]([Cl:5])=[O:6].[Cl:7][c:8]1[c:9]([C:10](=[O:11])[NH2:12])[c:13]([Cl:20])[cH:14][cH:15][c:16]1[N+:17](=[O:18])[O-:19]>>[C:2](=[O:3])=[N:12][C:10]([c:9]1[c:8]([Cl:7])[c:16]([N+:17](=[O:18])[O-:19])[cH:15][cH:14][c:13]1[Cl:20])=[O:11]. Reactants: C1(=CC=CC=C1)C (toluene), CNCCNC (N,N′-dimethylethylenediamine), BrC=1C=C(C(=CC1)OC)OC (4-bromoveratrole), [C-]#N.[Na+] (NaCN). Reagents/catalysts: [Cu]I (CuI). The solvent is N (ammonia). Reaction conditions: temperature 110 celsius, time 24 hour. Yields the product COC=1C=C(C#N)C=CC1OC (3,4-Dimethoxy-benzonitrile). Yield: 88.6%. Reaction SMILES: [C-]#N.[Na+].C1(C)C=CC=CC=1.C[NH:12][CH2:13][CH2:14]NC.Br[C:18]1[CH:19]=[C:20]([O:26][CH3:27])[C:21]([O:24][CH3:25])=[CH:22]C=1>N.[Cu]I>[CH3:25][O:24][C:21]1[CH:22]=[C:14]([CH:18]=[CH:19][C:20]=1[O:26][CH3:27])[C:13]#[N:12] |f:0.1|. Reported procedure: A Schlenk tube was charged with NaCN (204 mg, 4.16 mmol), CuI (66 mg, 0.35 mmol, 10 mol %), and KI (114 mg, 0.687 mmol, 20 mol %), briefly evacuated and backfilled with argon three times. Anhydrous toluene (2.4 mL), N,N′-dimethylethylenediamine (370 μL, 3.48 mmol), and 4-bromoveratrole (500 μL, 3.46 mmol) were added under argon. The Schlenk tube was sealed with a Teflon valve and the reaction mixture was stirred at 110° C. for 24 h. The resulting suspension was allowed to reach room temperature,... Starting materials: NC1=NC2(CO1)c1cc(I)ccc1Oc1ncc(Br)cc12, O=C([O-])[O-], C1CCOC1, [K+], [K+], O, OB(O)c1cncnc1. Product: NC1=NC2(CO1)c1cc(-c3cncnc3)ccc1Oc1ncc(Br)cc12. As a reaction SMILES: [Br:1][c:2]1[cH:3][c:4]2[c:5]([n:6][cH:7]1)[O:8][c:9]1[cH:10][cH:11][c:12]([I:21])[cH:13][c:14]1[C:15]21[N:16]=[C:17]([NH2:20])[O:18][CH2:19]1.[C:36](=[O:37])([O-:38])[O-:39].[CH2:31]1[O:32][CH2:33][CH2:34][CH2:35]1.[K+:40].[K+:41].[OH2:42].[n:22]1[cH:23][n:24][cH:25][c:26]([B:28]([OH:29])[OH:30])[cH:27]1>>[Br:1][c:2]1[cH:3][c:4]2[c:5]([n:6][cH:7]1)[O:8][c:9]1[cH:10][cH:11][c:12](-[c:26]3[cH:25][n:24][cH:23][n:22][cH:27]3)[cH:13][c:14]1[C:15]21[N:16]=[C:17]([NH2:20])[O:18][CH2:19]1. The reactants are BrCCCCN1C(C2=CC=CC=3C2=C(C1=O)C=CC3)=O (2-(4-bromobutyl)-1H-benz[de]isoquinoline-1,3-(2H)-dione), Cl.C1(=CC=CC=C1)N1CCN(CC1)CCCCN1C(C2=CC=CC=3C2=C(C1=O)C=CC3)=O (2-[4-(4-Phenyl-1-piperazinyl)butyl]-1H-benz[de]isoquinoline-1,3(2H)-dione, hydrochloride), BrCCCCCCN1C(C2=CC=CC=3C2=C(C1=O)C=CC3)=O (2-(6-bromohexyl)-1H-benz[de]isoquinoline-1,3(2H)-dione). Product: C1(=CC=CC=C1)N1CCN(CC1)CCCCCCN1C(C2=CC=CC=3C2=C(C1=O)C=CC3)=O (2-[6-(4-phenyl-1-piperazinyl)hexyl]-1H-benz[de]isoquinoline-1,3(2H)-dione), Cl (hydrochloride). RXN SMILES: [ClH:1].[C:2]1([N:8]2[CH2:13][CH2:12][N:11](CCCCN3C(=O)C4C=CC=C5C=4C(=CC=C5)C3=O)[CH2:10][CH2:9]2)[CH:7]=[CH:6][CH:5]=[CH:4][CH:3]=1.Br[CH2:34][CH2:35][CH2:36][CH2:37][CH2:38][CH2:39][N:40]1[C:49](=[O:50])[C:48]2[CH:51]=[CH:52][CH:53]=[C:46]3[C:47]=2[C:42](=[CH:43][CH:44]=[CH:45]3)[C:41]1=[O:54].BrCCCCN1C(=O)C2C=CC=C3C=2C(=CC=C3)C1=O>>[C:2]1([N:8]2[CH2:13][CH2:12][N:11]([CH2:34][CH2:35][CH2:36][CH2:37][CH2:38][CH2:39][N:40]3[C:49](=[O:50])[C:48]4[CH:51]=[CH:52][CH:53]=[C:46]5[C:47]=4[C:42](=[CH:43][CH:44]=[CH:45]5)[C:41]3=[O:54])[CH2:10][CH2:9]2)[CH:7]=[CH:6][CH:5]=[CH:4][CH:3]=1.[ClH:1] |f:0.1|. Reported procedure: Following the procedure of part (b) of example 34 but substituting 2-(6-bromohexyl)-1H-benz[de]isoquinoline-1,3(2H)-dione for the 2-(4-bromobutyl)-1H-benz[de]isoquinoline-1,3-(2H)-dione, one obtains 2-[6-(4-phenyl-1-piperazinyl)hexyl]-1H-benz[de]isoquinoline-1,3(2H)-dione, )-dione, hydrochloride.